From a dataset of the Open Reaction Database (ORD), a public repository of structured organic reaction records. describe an organic reaction: reactants, conditions, products, and yield Solvent: C1CCOC1 (THF). The product is FC1=C(C(=O)O)C=C(C(=C1)NC)[N+](=O)[O-] (2-Fluoro-4-methylamino-5-nitro-benzoic acid). Reported procedure: 2-Fluoro-4-methylamino-5-nitro-benzoic acid (750 mg) was prepared by following General Procedure A starting from 2,4-difluoro-5-nitro-benzoic acid (1.0 g) and methylamine (2 M in THF, 2.46 mL) in THF. Starting materials: FC1=C(C(=O)O)C=C(C(=C1)F)[N+](=O)[O-] (2,4-difluoro-5-nitro-benzoic acid), CN (methylamine). As a reaction SMILES: [F:1][C:2]1[CH:10]=[C:9](F)[C:8]([N+:12]([O-:14])=[O:13])=[CH:7][C:3]=1[C:4]([OH:6])=[O:5].[CH3:15][NH2:16]>C1COCC1>[F:1][C:2]1[CH:10]=[C:9]([NH:16][CH3:15])[C:8]([N+:12]([O-:14])=[O:13])=[CH:7][C:3]=1[C:4]([OH:6])=[O:5].